Dataset: the Open Reaction Database (ORD), a public repository of structured organic reaction records. Task: describe an organic reaction: reactants, conditions, products, and yield Reactants: P(=O)(OCC)(OCC)OC1=CSCCSC1 (diethyl 1,4-dithiacyclohept-5-en-6-yl phosphate), S(=O)(=O)(O[O-])[O-].[K+].[K+] (potassium peroxymonosulfate). The solvent is O (water), O (water), CO (methanol). Reaction conditions: temperature 0 celsius. The product is P(=O)(OCC)(OCC)OC1=CSCCS(C1)=O (diethyl 1-oxo-1,4-dithiacyclohept-5-en-6-yl phosphate). The yield is 85.6%. As a reaction SMILES: [P:1]([O:9][C:10]1[CH2:16][S:15][CH2:14][CH2:13][S:12][CH:11]=1)([O:6][CH2:7][CH3:8])([O:3][CH2:4][CH3:5])=[O:2].S([O-])(O[O-])(=O)=[O:18].[K+].[K+]>O.CO>[P:1]([O:9][C:10]1[CH2:16][S:15](=[O:18])[CH2:14][CH2:13][S:12][CH:11]=1)([O:6][CH2:7][CH3:8])([O:3][CH2:4][CH3:5])=[O:2] |f:1.2.3|. Procedure details: To a solution of 1.9 g (0.0035 mole) of diethyl 1,4-dithiacyclohept-5-en-6-yl phosphate (Example 17) in a mixture of 10 ml of water and 20 ml of methanol was added portionwise 1.2 g (0.0039 mole) of potassium peroxymonosulfate. During the addition the solution was maintained at 0° C. The mixture was stirred for ten minutes after completion of addition. The reaction mixture was poured into 50 ml of water and was extracted twice with 50 ml of methylene chloride. The combined extracts were dried ov... Product: Clc1ccc(CN2CCNCC2c2ccccc2)cc1. The reactants are [Al+3], CCCC[Al+]CCCC, O=C1NCCN(Cc2ccc(Cl)cc2)C1c1ccccc1, [H-], [Na+], [OH-], [OH-], [OH-], [OH-], O, c1ccccc1. Reaction SMILES: [Al+3:39].[CH2:29]([Al+:30][CH2:31][CH2:32][CH2:33][CH3:34])[CH2:35][CH2:36][CH3:37].[Cl:1][c:2]1[cH:3][cH:4][c:5]([CH2:6][N:7]2[CH:8]([c:14]3[cH:15][cH:16][cH:17][cH:18][cH:19]3)[C:9](=[O:13])[NH:10][CH2:11][CH2:12]2)[cH:20][cH:21]1.[H-:28].[Na+:43].[OH-:38].[OH-:40].[OH-:41].[OH-:42].[OH2:44].[cH:22]1[cH:23][cH:24][cH:25][cH:26][cH:27]1>>[Cl:1][c:2]1[cH:3][cH:4][c:5]([CH2:6][N:7]2[CH:8]([c:14]3[cH:15][cH:16][cH:17][cH:18][cH:19]3)[CH2:9][NH:10][CH2:11][CH2:12]2)[cH:20][cH:21]1. Starting materials: C([O-])(O)=O.[Na+] (sodium bicarbonate), C(C)(=O)O[BH-](OC(C)=O)OC(C)=O.[Na+] (sodium triacetoxyborohydride), ClC=1C=C(C(=NC1)OC)C=O (5-chloro-2-methoxy-3-pyridinecarboxaldehyde), C1(CCCCC1)COC1=C(OCC2CCNCC2)C=CC=C1 (4-[2-(cyclohexylmethyloxy)phenoxymethyl]piperidine). The solvent is C(C)(=O)O (acetic acid), ClCCCl (1,2-dichloroethane). Conditions: time 8 hour. Yields the product ClC=1C=C(C(=NC1)OC)CN1CCC(CC1)COC1=C(C=CC=C1)OCC1CCCCC1 (1-[(5-Chloro-2-methoxy-3-pyridinyl)methyl]-4-[2-(cyclohexylmethyloxy)phenoxymethyl]piperidine). The yield is 71.0%. As a reaction SMILES: [Cl:1][C:2]1[CH:3]=[C:4]([CH:10]=O)[C:5]([O:8][CH3:9])=[N:6][CH:7]=1.[CH:12]1([CH2:18][O:19][C:20]2[CH:33]=[CH:32][CH:31]=[CH:30][C:21]=2[O:22][CH2:23][CH:24]2[CH2:29][CH2:28][NH:27][CH2:26][CH2:25]2)[CH2:17][CH2:16][CH2:15][CH2:14][CH2:13]1.C(O[BH-](OC(=O)C)OC(=O)C)(=O)C.[Na+].C(=O)(O)[O-].[Na+]>ClCCCl.C(O)(=O)C>[Cl:1][C:2]1[CH:3]=[C:4]([CH2:10][N:27]2[CH2:26][CH2:25][CH:24]([CH2:23][O:22][C:21]3[CH:30]=[CH:31][CH:32]=[CH:33][C:20]=3[O:19][CH2:18][CH:12]3[CH2:17][CH2:16][CH2:15][CH2:14][CH2:13]3)[CH2:29][CH2:28]2)[C:5]([O:8][CH3:9])=[N:6][CH:7]=1 |f:2.3,4.5|. Procedure: 150 mg of 5-chloro-2-methoxy-3-pyridinecarboxaldehyde and 291 mg of 4-[2-(cyclohexylmethyloxy)phenoxymethyl]piperidine were dissolved in 5 ml of 1,2-dichloroethane. To the mixture were added 0.06 ml of acetic acid and 214 mg of sodium triacetoxyborohydride, followed by stirring at room temperature overnight. An aqueous saturated sodium bicarbonate was added to the reaction solution, and then the mixture was extracted with ethyl acetate. The organic layer was washed with water and brine, and then... Starting materials: O (water), CC(C)([O-])C.[K+] (potassium tert-butoxide), C1(=CC=CC=C1)S (thiophenol), BrC1CC1 (bromocyclopropane), O (water). Solvent: CS(=O)C (DMSO). Run at temperature 22.5 celsius, time 30 minute. The product is C1(CC1)SC1=CC=CC=C1 (Cyclopropylsulfanylbenzene). As a reaction SMILES: [CH3:1][C:2]([CH3:5])([O-])C.[K+].[C:7]1([SH:13])[CH:12]=[CH:11][CH:10]=[CH:9][CH:8]=1.BrC1CC1.O>CS(C)=O>[CH:5]1([S:13][C:7]2[CH:12]=[CH:11][CH:10]=[CH:9][CH:8]=2)[CH2:2][CH2:1]1 |f:0.1|. Procedure details: To a stirred suspension of potassium tert-butoxide (52.4 g, 467 mmol) in DMSO (200 mL) was added thiophenol (42.9 g, 389 mmol) at 0° C. and stirred for 30 minutes at 20-25° C., followed by addition of bromocyclopropane (37.3 mL, 467 mmol). The reaction mixture was heated to 60° C. and continued to stir for 24 hours at the same temperature (with cold water circulation in the condenser). Reaction monitoring was done by TLC showed completion of reaction. The reaction mixture was then cooled to 20-2... Reactants: BrC=1C=C(C=C(C1OC)C=O)S(=O)(=O)N (3-bromo-5-formyl-4-methoxy-benzenesulfonamide), COC=1C=C(C=CC1)B(O)O (3-methoxybenzene boronic acid). The product is C(=O)C=1C=C(C=C(C1OC)C1=CC(=CC=C1)OC)S(=O)(=O)N (5-formyl-3′,6-dimethoxy-biphenyl-3-sulfonic acid amide). Reaction SMILES: Br[C:2]1[CH:3]=[C:4]([S:12]([NH2:15])(=[O:14])=[O:13])[CH:5]=[C:6]([CH:10]=[O:11])[C:7]=1[O:8][CH3:9].[CH3:16][O:17][C:18]1[CH:19]=[C:20](B(O)O)[CH:21]=[CH:22][CH:23]=1>>[CH:10]([C:6]1[CH:5]=[C:4]([S:12]([NH2:15])(=[O:14])=[O:13])[CH:3]=[C:2]([C:22]2[CH:21]=[CH:20][CH:19]=[C:18]([O:17][CH3:16])[CH:23]=2)[C:7]=1[O:8][CH3:9])=[O:11]. Procedure details: Proceeding as in Reference 19, but substituting 3-bromo-5-formyl-4-methoxy-benzenesulfonamide and 3-methoxybenzene boronic acid, gave 5-formyl-3′,6-dimethoxy-biphenyl-3-sulfonic acid amide.